From a dataset of the Open Reaction Database (ORD), a public repository of structured organic reaction records. describe an organic reaction: reactants, conditions, products, and yield Reactants: NC=1NC(C2=C(N1)N(C(S2)=O)[C@@H]2O[C@@H](C[C@H]2C(C)(C)F)CO[Si](C2=CC=CC=C2)(C2=CC=CC=C2)C(C)(C)C)=O (5-amino-3-[(2R,3R,5S)-5-[[tert-butyl(diphenyl)silyl]oxymethyl]-3-(1-fluoro-1-methyl-ethyl)tetrahydrofuran-2-yl]-6H-thiazolo[4,5-d]pyrimidine-2,7-dione), NC=1NC(C2=C(N1)N(C(S2)=O)[C@@H]2O[C@@H](C[C@H]2C(C)(C)F)CO[Si](C2=CC=CC=C2)(C2=CC=CC=C2)C(C)(C)C)=O (5-amino-3-[(2R,3R,5S)-5-[[tert-butyl(diphenyl)silyl]oxymethyl]-3-(1-fluoro-1-methyl-ethyl)tetrahydrofuran-2-yl]-6H-thiazolo[4,5-d]pyrimidine-2,7-dione), [NH4+].[F-] (NH4F). The solvent is CO (methanol). Yields the product NC=1NC(C2=C(N1)N(C(S2)=O)[C@@H]2O[C@@H](C[C@H]2C(C)(C)F)CO)=O (5-Amino-3-[(2R,3R,5S)-3-(1-fluoro-1-methyl-ethyl)-5-(hydroxymethyl)tetrahydrofuran-2-yl]-6H-thiazolo[4,5-d]pyrimidine-2,7-dione). The yield is 24.2%. RXN SMILES: [NH2:1][C:2]1[NH:3][C:4](=[O:40])[C:5]2[S:10][C:9](=[O:11])[N:8]([C@H:12]3[C@H:16]([C:17]([F:20])([CH3:19])[CH3:18])[CH2:15][C@@H:14]([CH2:21][O:22][Si](C(C)(C)C)(C4C=CC=CC=4)C4C=CC=CC=4)[O:13]3)[C:6]=2[N:7]=1.[NH4+].[F-]>CO>[NH2:1][C:2]1[NH:3][C:4](=[O:40])[C:5]2[S:10][C:9](=[O:11])[N:8]([C@H:12]3[C@H:16]([C:17]([F:20])([CH3:19])[CH3:18])[CH2:15][C@@H:14]([CH2:21][OH:22])[O:13]3)[C:6]=2[N:7]=1 |f:1.2|. Procedure: A mixture of 5-amino-3-[(2R,3R,5S)-5-[[tert-butyl(diphenyl)silyl]oxymethyl]-3-(1-fluoro-1-methyl-ethyl)tetrahydrofuran-2-yl]-6H-thiazolo[4,5-d]pyrimidine-2,7-dione (compound 40h, 66 mg, 0.12 mmol) and NH4F (133 mg, 3.6 mmol) in methanol was heated under reflux for 1.5 hrs. The resulting mixture was concentrated in vacuo and the residue was purified by preparative HPLC to afford 10 mg of 5-amino-3-[(2R,3R,5S)-3-(1-fluoro-1-methyl-ethyl)-5-(hydroxymethyl)tetrahydrofuran-2-yl]-6H-thiazolo[4,5-d]pyr... Reactants: NC1=NN(C=C1C(N)=O)C1(CCN(CC1)C(=O)OC(C)(C)C)CC#N (tert-butyl 4-(3-amino-4-carbamoyl-1H-pyrazol-1-yl)-4-(cyanomethyl)piperidine-1-carboxylate), BrC1=CC(=CC=C1)Br (1,3-dibromobenzene), NC1=NN(C=C1C(N)=O)C1(CCN(CC1)C(=O)OC(C)(C)C)CC#N (tert-butyl 4-(3-amino-4-carbamoyl-1H-pyrazol-1-yl)-4-(cyanomethyl)piperidine-1-carboxylate), C(C)(=O)[O-].[K+] (potassium acetate), C(C)(C)(C)P(C1=C(C(=C(C(=C1C)C)C)C)C1=C(C=C(C=C1C(C)C)C(C)C)C(C)C)C(C)(C)C (2-di-t-butylphosphino-3,4,5,6-tetramethyl-2′,4′,6′-tri-i-propylbiphenyl). The reagents and catalysts are C=1C=CC(=CC1)/C=C/C(=O)/C=C/C2=CC=CC=C2.C=1C=CC(=CC1)/C=C/C(=O)/C=C/C2=CC=CC=C2.C=1C=CC(=CC1)/C=C/C(=O)/C=C/C2=CC=CC=C2.[Pd].[Pd] (Pd2(dba)3). The solvent is CC(C)O (2-propanol). Conditions: temperature 85 celsius, time 16 hour. Yields the product BrC=1C=C(C=CC1)NC1=NN(C=C1C(N)=O)C1(CCN(CC1)C(=O)OC(C)(C)C)CC#N (tert-Butyl 4-{3-[(3-bromophenyl)amino]-4-carbamoyl-1H-pyrazol-1-yl}-4-(cyanomethyl)piperidine-1-carboxylate). Reaction SMILES: [NH2:1][C:2]1[C:6]([C:7](=[O:9])[NH2:8])=[CH:5][N:4]([C:10]2([CH2:23][C:24]#[N:25])[CH2:15][CH2:14][N:13]([C:16]([O:18][C:19]([CH3:22])([CH3:21])[CH3:20])=[O:17])[CH2:12][CH2:11]2)[N:3]=1.C([O-])(=O)C.[K+].[Br:31][C:32]1[CH:37]=[CH:36][CH:35]=[C:34](Br)[CH:33]=1.C(P(C(C)(C)C)C1C(C)=C(C)C(C)=C(C)C=1C1C(C(C)C)=CC(C(C)C)=CC=1C(C)C)(C)(C)C>C1C=CC(/C=C/C(/C=C/C2C=CC=CC=2)=O)=CC=1.C1C=CC(/C=C/C(/C=C/C2C=CC=CC=2)=O)=CC=1.C1C=CC(/C=C/C(/C=C/C2C=CC=CC=2)=O)=CC=1.[Pd].[Pd].CC(O)C>[Br:31][C:32]1[CH:33]=[C:34]([NH:1][C:2]2[C:6]([C:7](=[O:9])[NH2:8])=[CH:5][N:4]([C:10]3([CH2:23][C:24]#[N:25])[CH2:15][CH2:14][N:13]([C:16]([O:18][C:19]([CH3:20])([CH3:21])[CH3:22])=[O:17])[CH2:12][CH2:11]3)[N:3]=2)[CH:35]=[CH:36][CH:37]=1 |f:1.2,5.6.7.8.9|. Procedure details: tert-Butyl 4-(3-amino-4-carbamoyl-1H-pyrazol-1-yl)-4-(cyanomethyl)piperidine-1-carboxylate (Intermediate 35-1) (500 mg, 1.44 mmol), potassium acetate (211 mg, 2.15 mmol), 1,3-dibromobenzene (0.69 mL, 5.74 mmol) and 2-propanol (7.2 mL) were combined in a vial and purged with a stream of N2 gas for 10 minutes. Pd2(dba)3 (52 mg, 0.060 mmol) and 2-di-t-butylphosphino-3,4,5,6-tetramethyl-2′,4′,6′-tri-i-propylbiphenyl (103 mg, 0.220 mmol) were then added. The reaction vessel was capped and the reactio...